This data is from the Open Reaction Database (ORD), a public repository of structured organic reaction records. The task is: describe an organic reaction: reactants, conditions, products, and yield Starting materials: ClC1=CN=C(C(=N1)C(=O)OC)O (methyl 6-chloro-3-hydroxy-2-pyrazinecarboxylate), N (ammonia). Reaction conditions: time 1 hour. The product is ClC1=CN=C(C(=N1)C(=O)N)O (6-chloro-3-hydroxy-2-pyrazinecarboxamide). Reaction SMILES: [Cl:1][C:2]1[N:7]=[C:6]([C:8](OC)=[O:9])[C:5]([OH:12])=[N:4][CH:3]=1.[NH3:13]>>[Cl:1][C:2]1[N:7]=[C:6]([C:8]([NH2:13])=[O:9])[C:5]([OH:12])=[N:4][CH:3]=1. Procedure details: In 5 mL of 25% aqueous ammonia is suspended 0.25 g of methyl 6-chloro-3-hydroxy-2-pyrazinecarboxylate obtained according to the method described in literature [J. Med. Chem., 285-287 (1969)]. The suspension is stirred at ambient temperature for 1 hour. The deposited crystals are collected by filtration to obtain 0.18 g of 6-chloro-3-hydroxy-2-pyrazinecarboxamide. Reactants: CCCCO, CSc1ccc(N)cc1, Clc1cc(-c2ccccc2)nc(-c2ccccc2)n1. Yields the product CSc1ccc(Nc2cc(-c3ccccc3)nc(-c3ccccc3)n2)cc1. RXN SMILES: [CH2:29]([OH:30])[CH2:31][CH2:32][CH3:33].[CH3:20][S:21][c:22]1[cH:23][cH:24][c:25]([NH2:28])[cH:26][cH:27]1.[Cl:1][c:2]1[n:3][c:4](-[c:14]2[cH:15][cH:16][cH:17][cH:18][cH:19]2)[n:5][c:6](-[c:8]2[cH:9][cH:10][cH:11][cH:12][cH:13]2)[cH:7]1>>[c:2]1([NH:28][c:25]2[cH:24][cH:23][c:22]([S:21][CH3:20])[cH:27][cH:26]2)[n:3][c:4](-[c:14]2[cH:15][cH:16][cH:17][cH:18][cH:19]2)[n:5][c:6](-[c:8]2[cH:9][cH:10][cH:11][cH:12][cH:13]2)[cH:7]1. Starting materials: CCO, COc1c(CN2C(=O)c3ccccc3C2=O)c2c(c3c1OC(C)(C)C3)C(c1ccccc1)=NC(C)(C)C2, CC(C)OC(C)C, NN, O. Product: COc1c(CN)c2c(c3c1OC(C)(C)C3)C(c1ccccc1)=NC(C)(C)C2. Reaction SMILES: [CH3:48][CH2:49][OH:50].[CH3:4][O:5][c:6]1[c:7]([CH2:29][N:30]2[C:31](=[O:32])[c:33]3[c:34]([cH:35][cH:36][cH:37][cH:38]3)[C:39]2=[O:40])[c:8]2[c:13]([c:14]3[c:15]1[O:16][C:17]([CH3:19])([CH3:20])[CH2:18]3)[C:12]([c:21]1[cH:22][cH:23][cH:24][cH:25][cH:26]1)=[N:11][C:10]([CH3:27])([CH3:28])[CH2:9]2.[CH:41]([O:42][CH:43]([CH3:44])[CH3:45])([CH3:46])[CH3:47].[NH2:2][NH2:3].[OH2:1]>>[CH3:4][O:5][c:6]1[c:7]([CH2:29][NH2:30])[c:8]2[c:13]([c:14]3[c:15]1[O:16][C:17]([CH3:19])([CH3:20])[CH2:18]3)[C:12]([c:21]1[cH:22][cH:23][cH:24][cH:25][cH:26]1)=[N:11][C:10]([CH3:27])([CH3:28])[CH2:9]2. Starting materials: CC1=C(C(=NO1)C1=CC=CC=C1)C=1NC2=CC=CC=C2C1CCC(=O)Cl (2-(5-methyl-3-phenyl-4-isoxazolyl)-3-indole propionyl chloride), N1CCCC1 (pyrrolidine), C(C)C1=NOC(=C1C=1NC2=CC=CC=C2C1CCC(=O)Cl)C (2-(3-ethyl-5-methyl-4-isoxazolyl)-3-indole propionyl chloride), CNC (dimethylamine). Yields the product CC1=C(C(=NO1)C1=CC=CC=C1)C=1NC2=CC=CC=C2C1CCC(=O)N1CCCCC1 (1-[3-[2-(5-methyl-3-phenyl-4-isoxazolyl)-1H-3-indolyl]propionyl]piperidine). As a reaction SMILES: [CH3:1][C:2]1[O:6][N:5]=[C:4]([C:7]2[CH:12]=[CH:11][CH:10]=[CH:9][CH:8]=2)[C:3]=1[C:13]1[NH:14][C:15]2[C:20]([C:21]=1[CH2:22][CH2:23][C:24](Cl)=[O:25])=[CH:19][CH:18]=[CH:17][CH:16]=2.C(C1C(C2[NH:35][C:36]3[C:41]([C:42]=2[CH2:43][CH2:44]C(Cl)=O)=CC=CC=3)=C(C)ON=1)C.CNC.N1CCCC1>>[CH3:1][C:2]1[O:6][N:5]=[C:4]([C:7]2[CH:12]=[CH:11][CH:10]=[CH:9][CH:8]=2)[C:3]=1[C:13]1[NH:14][C:15]2[C:20]([C:21]=1[CH2:22][CH2:23][C:24]([N:35]1[CH2:36][CH2:41][CH2:42][CH2:43][CH2:44]1)=[O:25])=[CH:19][CH:18]=[CH:17][CH:16]=2. Procedure details: Also, following the above procedure and using in place of 2-(5-methyl-3-phenyl-4-isoxazolyl)-3-indole propionyl chloride an equivalent amount of 2-(3-ethyl-5-methyl-4-isoxazolyl)-3-indole propionyl chloride and using in place of dimethylamine an equivalent amount of pyrrolidine there is obtained The reactants are COC1=CC=C(CN(C2=NC=C(C=N2)C=2C3=C(N=C(N2)N2CCOCC2)NCC3)CC3=CC=C(C=C3)OC)C=C1 (bis-(4-methoxy-benzyl)-[5-(2-morpholin-4-yl-6,7-dihydro-5H-pyrrolo[2,3-d]pyrimidin-4-yl)-pyrimidin-2-yl]-amine), BrC1=C(C=C(C=C1)C(=O)N1CCN(CC1)C=1C=NC=CC1)C ((4-bromo-3-methyl-phenyl)-(4-pyridin-3-yl-piperazin-1-yl)-methanone). Yields the product COC1=CC=C(CN(C2=NC=C(C=N2)C=2C3=C(N=C(N2)N2CCOCC2)N(CC3)C3=C(C=C(C=C3)C(=O)N3CCN(CC3)C=3C=NC=CC3)C)CC3=CC=C(C=C3)OC)C=C1 ([4-(4-{2-[bis-(4-methoxy-benzyl)-amino]-pyrimidin-5-yl}-2-morpholin-4-yl-5,6-dihydro-pyrrolo[2,3-d]pyrimidin-7-yl)-3-methyl-phenyl]-(4-pyridin-3-yl-piperazin-1-yl)-methanone). Reaction SMILES: [CH3:1][O:2][C:3]1[CH:40]=[CH:39][C:6]([CH2:7][N:8]([CH2:30][C:31]2[CH:36]=[CH:35][C:34]([O:37][CH3:38])=[CH:33][CH:32]=2)[C:9]2[N:14]=[CH:13][C:12]([C:15]3[C:16]4[CH2:29][CH2:28][NH:27][C:17]=4[N:18]=[C:19]([N:21]4[CH2:26][CH2:25][O:24][CH2:23][CH2:22]4)[N:20]=3)=[CH:11][N:10]=2)=[CH:5][CH:4]=1.Br[C:42]1[CH:47]=[CH:46][C:45]([C:48]([N:50]2[CH2:55][CH2:54][N:53]([C:56]3[CH:57]=[N:58][CH:59]=[CH:60][CH:61]=3)[CH2:52][CH2:51]2)=[O:49])=[CH:44][C:43]=1[CH3:62]>>[CH3:38][O:37][C:34]1[CH:33]=[CH:32][C:31]([CH2:30][N:8]([CH2:7][C:6]2[CH:5]=[CH:4][C:3]([O:2][CH3:1])=[CH:40][CH:39]=2)[C:9]2[N:10]=[CH:11][C:12]([C:15]3[C:16]4[CH2:29][CH2:28][N:27]([C:42]5[CH:47]=[CH:46][C:45]([C:48]([N:50]6[CH2:51][CH2:52][N:53]([C:56]7[CH:57]=[N:58][CH:59]=[CH:60][CH:61]=7)[CH2:54][CH2:55]6)=[O:49])=[CH:44][C:43]=5[CH3:62])[C:17]=4[N:18]=[C:19]([N:21]4[CH2:26][CH2:25][O:24][CH2:23][CH2:22]4)[N:20]=3)=[CH:13][N:14]=2)=[CH:36][CH:35]=1. Reported procedure: Using bis-(4-methoxy-benzyl)-[5-(2-morpholin-4-yl-6,7-dihydro-5H-pyrrolo[2,3-d]pyrimidin-4-yl)-pyrimidin-2-yl]-amine (70 mg) and (4-bromo-3-methyl-phenyl)-(4-pyridin-3-yl-piperazin-1-yl)-methanone (70 mg) instead of 4-chloropicolinic acid t-butylamide, in the same manner as Example 1-D-07, a crude product of [4-(4-{2-[bis-(4-methoxy-benzyl)-amino]-pyrimidin-5-yl}-2-morpholin-4-yl-5,6-dihydro-pyrrolo[2,3-d]pyrimidin-7-yl)-3-methyl-phenyl]-(4-pyridin-3-yl-piperazin-1-yl)-methanone was obtained, an... Starting materials: C(C)(C)(C)OC(=O)NC(C(=O)OC(C)(C)C)(C)C1=CC(=CC(=C1)F)F (tert-butyl 2-[(tert-butoxycarbonyl)amino]-2-(3,5-difluorophenyl)propanoate), [H-].[H-].[H-].[H-].[Li+].[Al+3] (LiAlH4), solution. The solvent is C1CCOC1 (THF), C1CCOC1 (THF). Conditions: temperature -78 celsius, time 6 hour. Yields the product FC=1C=C(C=C(C1)F)C(C=O)(C)NC(OC(C)(C)C)=O (tert-Butyl [1-(3,5-difluorophenyl)-1-methyl-2-oxoethyl]carbamate). As a reaction SMILES: [C:1]([O:5][C:6]([NH:8][C:9]([C:18]1[CH:23]=[C:22]([F:24])[CH:21]=[C:20]([F:25])[CH:19]=1)([CH3:17])[C:10](OC(C)(C)C)=[O:11])=[O:7])([CH3:4])([CH3:3])[CH3:2].[H-].[H-].[H-].[H-].[Li+].[Al+3]>C1COCC1>[F:24][C:22]1[CH:23]=[C:18]([C:9]([NH:8][C:6](=[O:7])[O:5][C:1]([CH3:4])([CH3:3])[CH3:2])([CH3:17])[CH:10]=[O:11])[CH:19]=[C:20]([F:25])[CH:21]=1 |f:1.2.3.4.5.6|. Reported procedure: To a stirred solution of tert-butyl 2-[(tert-butoxycarbonyl)amino]-2-(3,5-difluorophenyl)propanoate from Step B (2.00 g, 5.60 mmol) in THF (20 mL) at −78° C. was added LiAlH4 (5.60 mL of a 1 M solution in THF, 5.60 mmol), dropwise. The reaction mixture was stirred at −78° C. for 6 h, then quenched with EtOAc (5.6 mL), then H2O (15.6 mL), then 1 N aqueous NaOH (5.6 mL), then EtOAc (17 mL). The reaction mixture was warmed to ambient temperature, stirred for 1 h, filtered, and extracted with EtOAc ... Starting materials: C(#N)[BH3-].[Na+] (sodium cyanoborohydride), C(=O)[C@@H]1CO[C@@H](CN1C(=O)OC(C)(C)C)CCC1=C(C=CC=C1)NC([C@@H](NC(=O)OC)C(C1=CC=CC=C1)C1=CC=CC=C1)=O (tert-butyl (2R,5S)-5-formyl-2-[2-(2-{[N-(methoxycarbonyl)-b-phenyl-L-phenylalanyl]amino}phenyl)ethyl]morpholine-4-carboxylate), C(C1=CC=CC=C1)N (benzylamine), S(=O)(=O)([O-])[O-].[Mg+2] (magnesium sulfate), C(C)(=O)O (acetic acid). Solvent: CO (MeOH). Run at time 30 minute. Yields the product C(C1=CC=CC=C1)NC[C@@H]1CO[C@@H](CN1C(=O)OC(C)(C)C)CCC1=C(C=CC=C1)NC([C@@H](NC(=O)OC)C(C1=CC=CC=C1)C1=CC=CC=C1)=O (tert-butyl (2R,5R)-5-[(benzylamino)methyl]-2-[2-(2-{[N-(methoxycarbonyl)-β-phenyl-L-phenylalanyl]amino}phenyl)ethyl]morpholine-4-carboxylate). As a reaction SMILES: [CH:1]([C@H:3]1[N:8]([C:9]([O:11][C:12]([CH3:15])([CH3:14])[CH3:13])=[O:10])[CH2:7][C@@H:6]([CH2:16][CH2:17][C:18]2[CH:23]=[CH:22][CH:21]=[CH:20][C:19]=2[NH:24][C:25](=[O:45])[C@H:26]([CH:32]([C:39]2[CH:44]=[CH:43][CH:42]=[CH:41][CH:40]=2)[C:33]2[CH:38]=[CH:37][CH:36]=[CH:35][CH:34]=2)[NH:27][C:28]([O:30][CH3:31])=[O:29])[O:5][CH2:4]1)=O.[CH2:46]([NH2:53])[C:47]1[CH:52]=[CH:51][CH:50]=[CH:49][CH:48]=1.S([O-])([O-])(=O)=O.[Mg+2].C(O)(=O)C.C([BH3-])#N.[Na+]>CO>[CH2:46]([NH:53][CH2:1][C@H:3]1[N:8]([C:9]([O:11][C:12]([CH3:14])([CH3:15])[CH3:13])=[O:10])[CH2:7][C@@H:6]([CH2:16][CH2:17][C:18]2[CH:23]=[CH:22][CH:21]=[CH:20][C:19]=2[NH:24][C:25](=[O:45])[C@H:26]([CH:32]([C:39]2[CH:40]=[CH:41][CH:42]=[CH:43][CH:44]=2)[C:33]2[CH:34]=[CH:35][CH:36]=[CH:37][CH:38]=2)[NH:27][C:28]([O:30][CH3:31])=[O:29])[O:5][CH2:4]1)[C:47]1[CH:52]=[CH:51][CH:50]=[CH:49][CH:48]=1 |f:2.3,5.6|. Reported procedure: To a solution of tert-butyl (2R,5S)-5-formyl-2-[2-(2-{[N-(methoxycarbonyl)-b-phenyl-L-phenylalanyl]amino}phenyl)ethyl]morpholine-4-carboxylate (1 eq.) in MeOH (0.05 M) was added benzylamine (7 eq.), magnesium sulfate (1.2 eq.) and acetic acid (7 eq.). The solution was stirred for 30 minutes and sodium cyanoborohydride (2.3 eq.) was added and the reaction mixture was further stirred for 2 hours. The reaction mixture was then quenched by the addition of aqueous sodium bicarbonate and the aqueous l...